describe an organic reaction: reactants, conditions, products, and yield From a dataset of the Open Reaction Database (ORD), a public repository of structured organic reaction records. The reactants are CCO, CC1N(C)C=C[NH+]1C, [I-], [K+], [OH-], O=Cc1ccccn1. The product is CN1C=C[NH+](C)C1C=Cc1ccccn1, [I-]. RXN SMILES: [CH3:20][CH2:21][OH:22].[CH3:2][NH+:3]1[CH:4]([CH3:9])[N:5]([CH3:8])[CH:6]=[CH:7]1.[I-:1].[K+:19].[OH-:18].[n:10]1[c:11]([CH:16]=[O:17])[cH:12][cH:13][cH:14][cH:15]1>>[CH3:2][NH+:3]1[CH:4]([CH:9]=[CH:16][c:11]2[n:10][cH:15][cH:14][cH:13][cH:12]2)[N:5]([CH3:8])[CH:6]=[CH:7]1.[I-:1]. The reactants are C(C)(=O)OCC.CCCCCC (ethyl acetate hexane), CC1=CC=C(C=C1)C1=C(C=CC=C1)C(=O)OCC[Si](C)(C)C (4-methyl-2'-(trimethylsilylethoxycarbonyl)biphenyl), BrN1C(CCC1=O)=O (N-bromosuccinimide), azoisobutyronitrile. Solvent: C(Cl)(Cl)(Cl)Cl (carbon tetrachloride). The product is BrCC1=CC=C(C=C1)C1=C(C=CC=C1)C(=O)OCC[Si](C)(C)C (4-bromomethyl-2'-(trimethylsilylethoxycarbonyl)biphenyl). Reaction SMILES: C(OCC)(=O)C.CCCCCC.[CH3:13][C:14]1[CH:19]=[CH:18][C:17]([C:20]2[CH:25]=[CH:24][CH:23]=[CH:22][C:21]=2[C:26]([O:28][CH2:29][CH2:30][Si:31]([CH3:34])([CH3:33])[CH3:32])=[O:27])=[CH:16][CH:15]=1.[Br:35]N1C(=O)CCC1=O>C(Cl)(Cl)(Cl)Cl>[Br:35][CH2:13][C:14]1[CH:15]=[CH:16][C:17]([C:20]2[CH:25]=[CH:24][CH:23]=[CH:22][C:21]=2[C:26]([O:28][CH2:29][CH2:30][Si:31]([CH3:33])([CH3:32])[CH3:34])=[O:27])=[CH:18][CH:19]=1 |f:0.1|. Reported procedure: The starting material can be obtained, for example, as follows: 14.2 g of 4-methyl-2'-carboxybiphenyl (EP 253,310) are dissolved in 60 ml of acetonitrile and 10.7 ml of pyridine and 11.4 ml of trimethylsilylethanol are added. The mixture is treated at 0° with 15.1 g of dicyclohexylcarbodiimide and stirred at this temperature for 3 hours. After this, the reaction mixture is evaporated in a high vacuum, the residue is treated with ether, and dicyclohexylurea is filtered off. After flash chromatogr... The reactants are CCOC(=O)c1cc2cc(NC(=O)OCc3ccccc3)ccc2nn1, CCO, [H][H]. Yields the product CCOC(=O)c1cc2cc(N)ccc2nn1. Reaction SMILES: [CH2:1]([O:2][C:3](=[O:4])[NH:11][c:12]1[cH:13][c:14]2[cH:15][c:16]([C:22](=[O:23])[O:24][CH2:25][CH3:26])[n:17][n:18][c:19]2[cH:20][cH:21]1)[c:5]1[cH:6][cH:7][cH:8][cH:9][cH:10]1.[CH3:29][CH2:30][OH:31].[H:27][H:28]>>[NH2:11][c:12]1[cH:13][c:14]2[cH:15][c:16]([C:22](=[O:23])[O:24][CH2:25][CH3:26])[n:17][n:18][c:19]2[cH:20][cH:21]1. Reactants: C(CC(O)(C(=O)O)CC(=O)O)(=O)O (citric acid), C(=C)C1CCCCC1 (vinylcyclohexane), di(acetato)dicyclohexylphosphino palladium(11), C(C1=CC=CC=C1)(=O)NC1=C(C(=O)OC(C)(C)C)C=CC(=C1)Br (tert-butyl 2-(benzamido)-4-bromobenzoate), C([O-])([O-])=O.[Cs+].[Cs+] (cesium carbonate), polymer. Reagents/catalysts: [Br-].C(CCC)[N+](CCCC)(CCCC)CCCC (tetrabutylammonium bromide). Solvent: C(C)(=O)OCC (ethyl acetate), C1(=CC=CC=C1)C (toluene). Run at temperature 110 celsius, time 48 hour. The product is C(C1=CC=CC=C1)(=O)NC1=C(C(=O)O)C=CC(=C1)\C=C\C1CCCCC1 (2-(benzamido)-4-((E)-2-cyclohexylvinyl)benzoic acid). RXN SMILES: [CH:1]([CH:3]1[CH2:8][CH2:7][CH2:6][CH2:5][CH2:4]1)=[CH2:2].C(=O)([O-])[O-].[Cs+].[Cs+].[C:15]([NH:23][C:24]1[CH:36]=[C:35](Br)[CH:34]=[CH:33][C:25]=1[C:26]([O:28]C(C)(C)C)=[O:27])(=[O:22])[C:16]1[CH:21]=[CH:20][CH:19]=[CH:18][CH:17]=1.C(O)(=O)CC(CC(O)=O)(C(O)=O)O>[Br-].C([N+](CCCC)(CCCC)CCCC)CCC.C(OCC)(=O)C.C1(C)C=CC=CC=1>[C:15]([NH:23][C:24]1[CH:36]=[C:35](/[CH:2]=[CH:1]/[CH:3]2[CH2:8][CH2:7][CH2:6][CH2:5][CH2:4]2)[CH:34]=[CH:33][C:25]=1[C:26]([OH:28])=[O:27])(=[O:22])[C:16]1[CH:17]=[CH:18][CH:19]=[CH:20][CH:21]=1 |f:1.2.3,6.7|. Reported procedure: 0.037 mL of vinylcyclohexane, 87 mg of cesium carbonate, 13 mg of tetrabutylammonium bromide and 21 mg of polymer supported di(acetato)dicyclohexylphosphino palladium(11) were added to 1.0 mL of toluene solution containing 50 mg of tert-butyl 2-(benzamido)-4-bromobenzoate at room temperature and stirred at 110° C. for 48 hours. After the reaction mixture was cooled to room temperature, ethyl acetate and 10% citric acid aqueous solution were added. The organic layer was separated, and the solvent... Reactants: Cl, O=S(Cl)Cl, O=C(O)C(CCC(Cc1ccccc1-c1ccccc1)C(=O)O)Cc1ccccc1-c1ccccc1. The product is [Cl-], [Cl-], O=C(O)C(CCC(Cc1ccccc1-c1ccccc1)C(=O)O)Cc1ccccc1-c1ccccc1. Reaction SMILES: [ClH:41].[S:37]([Cl:38])([Cl:39])=[O:40].[c:1]1(-[c:7]2[c:8]([CH2:9][CH:10]([C:11](=[O:12])[OH:13])[CH2:14][CH2:15][CH:16]([C:17](=[O:18])[OH:19])[CH2:20][c:21]3[c:22](-[c:27]4[cH:28][cH:29][cH:30][cH:31][cH:32]4)[cH:23][cH:24][cH:25][cH:26]3)[cH:33][cH:34][cH:35][cH:36]2)[cH:2][cH:3][cH:4][cH:5][cH:6]1>>[Cl-:39].[Cl-:41].[c:1]1(-[c:7]2[c:8]([CH2:9][CH:10]([C:11](=[O:12])[OH:13])[CH2:14][CH2:15][CH:16]([C:17](=[O:18])[OH:19])[CH2:20][c:21]3[c:22](-[c:27]4[cH:28][cH:29][cH:30][cH:31][cH:32]4)[cH:23][cH:24][cH:25][cH:26]3)[cH:33][cH:34][cH:35][cH:36]2)[cH:2][cH:3][cH:4][cH:5][cH:6]1.